This data is from the Open Reaction Database (ORD), a public repository of structured organic reaction records. The task is: describe an organic reaction: reactants, conditions, products, and yield Conditions: temperature 23 celsius, time 18 hour. The product is Cl.ClC=1C=C(C=CC1Cl)C(CN(C(CC1=CC(=CC(=C1)C(F)(F)F)C(F)(F)F)=O)C)N1CCC(CC1)(C1=CC=CC=C1)O (N-[2-(3,4-Dichlorophenyl)-2-(4-hydroxy-4-phenylpiperidino) ethyl]-N-methyl-3,5-bis (trifluoromethyl)phenylacetamide hydrochloride salt). Reactants: FC(C=1C=C(C=C(C1)C(F)(F)F)CC(=O)O)(F)F (3,5-bis(trifluoromethyl)phenylacetic acid), C(=O)(N1C=NC=C1)N1C=NC=C1 (1,1'-carbonyldiimidazole), ClC=1C=C(C=CC1Cl)C(CNC)N1CCC(CC1)(C1=CC=CC=C1)O (N-[2-(3,4-dichlorophenyl)-2-(4-hydroxy-4-phenylpiperdino)ethyl]methylamine). Procedure: A solution of 3,5-bis(trifluoromethyl)phenylacetic acid (1.61 g) and 1,1'-carbonyldiimidazole (1.01 g) in tetrahydrofuran (15 mL) was stirred at reflux for 0.5 hours. The reaction was cooled to 23° C. and treated with a solution of N-[2-(3,4-dichlorophenyl)-2-(4-hydroxy-4-phenylpiperdino)ethyl]methylamine (2.24 g) in tetrahydrofuran (70 mL). The reaction was stirred at 23° C. for 18 hours. The reaction was evaporated to an oil, and the oil was partitioned between diethylether and 1N hydrochloric... The yield is 48.0%. The solvent is O1CCCC1 (tetrahydrofuran), O1CCCC1 (tetrahydrofuran). As a reaction SMILES: [F:1][C:2]([F:18])([F:17])[C:3]1[CH:4]=[C:5]([CH2:13][C:14]([OH:16])=O)[CH:6]=[C:7]([C:9]([F:12])([F:11])[F:10])[CH:8]=1.C(N1C=CN=C1)(N1C=CN=C1)=O.[Cl:31][C:32]1[CH:33]=[C:34]([CH:39]([N:43]2[CH2:48][CH2:47][C:46]([OH:55])([C:49]3[CH:54]=[CH:53][CH:52]=[CH:51][CH:50]=3)[CH2:45][CH2:44]2)[CH2:40][NH:41][CH3:42])[CH:35]=[CH:36][C:37]=1[Cl:38]>O1CCCC1>[ClH:31].[Cl:31][C:32]1[CH:33]=[C:34]([CH:39]([N:43]2[CH2:44][CH2:45][C:46]([OH:55])([C:49]3[CH:50]=[CH:51][CH:52]=[CH:53][CH:54]=3)[CH2:47][CH2:48]2)[CH2:40][N:41]([CH3:42])[C:14](=[O:16])[CH2:13][C:5]2[CH:6]=[C:7]([C:9]([F:11])([F:12])[F:10])[CH:8]=[C:3]([C:2]([F:17])([F:18])[F:1])[CH:4]=2)[CH:35]=[CH:36][C:37]=1[Cl:38] |f:4.5|. Starting materials: [H-].[Na+] (sodium hydride), ClC1=C(C=CC(=C1)Cl)C=1C(NC(=CC1)C(F)(F)F)=O (3-(2,4-dichlorophenyl)-6-trifluoromethyl-2(1H)-pyridone), [N+](=O)([O-])C1=C(ON)C=CC(=C1)[N+](=O)[O-] (2,4-dinitrophenoxyamine). The solvent is CN(C)C=O (DMF). Reaction conditions: time 30 minute. Product: NN1C(C(=CC=C1C(F)(F)F)C1=C(C=C(C=C1)Cl)Cl)=O (1-amino-3-(2,4-dichlorophenyl)-6-trifluoromethyl-2(1H)-pyridone). The yield is 66.2%. As a reaction SMILES: [H-].[Na+].[Cl:3][C:4]1[CH:9]=[C:8]([Cl:10])[CH:7]=[CH:6][C:5]=1[C:11]1[C:12](=[O:21])[NH:13][C:14]([C:17]([F:20])([F:19])[F:18])=[CH:15][CH:16]=1.[N+:22](C1C=C([N+]([O-])=O)C=CC=1ON)([O-])=O>CN(C=O)C>[NH2:22][N:13]1[C:14]([C:17]([F:20])([F:18])[F:19])=[CH:15][CH:16]=[C:11]([C:5]2[CH:6]=[CH:7][C:8]([Cl:10])=[CH:9][C:4]=2[Cl:3])[C:12]1=[O:21] |f:0.1|. Procedure: 10 ml of DMF was added to 0.10 g of 60% sodium hydride, and 0.72 g of 3-(2,4-dichlorophenyl)-6-trifluoromethyl-2(1H)-pyridone was added thereto under cooling with ice, followed by stirring further at room temperature for 30 minutes. Then, 0.47 g of 2,4-dinitrophenoxyamine was added thereto at room temperature. Then, the mixture was stirred at 50° C. for 1 hour to complete the reaction. After completion of the reaction, the reaction solution was washed with water and extracted with ethyl acetate.... Reactants: aqueous solution, CN (monomethylamine), C(#N)NC(OCC)=NCCSCC1=C(N=CN1)C (N-cyano-N'-[2-((4-methyl-5-imidazolyl)methylthio)ethyl]-O-ethylisourea). Run in C(C)O (ethanol), O (water). Product: C(#N)NC(=NCCSCC1=C(N=CN1)C)NC (N-cyano-N'-methyl-N"-[2-((4-methyl-5-imidazolyl)methylthio)ethyl]guanidine). Yield: 75.0%. Reaction SMILES: [CH3:1][NH2:2].[C:3]([NH:5][C:6](=[N:10][CH2:11][CH2:12][S:13][CH2:14][C:15]1[NH:19][CH:18]=[N:17][C:16]=1[CH3:20])OCC)#[N:4]>C(O)C.O>[C:3]([NH:5][C:6]([NH:2][CH3:1])=[N:10][CH2:11][CH2:12][S:13][CH2:14][C:15]1[NH:19][CH:18]=[N:17][C:16]=1[CH3:20])#[N:4]. Reported procedure: 90 ml of a 30% aqueous solution of monomethylamine is added dropwise with cooling by ice to 4.3 g of N-cyano-N'-[2-((4-methyl-5-imidazolyl)methylthio)ethyl]-O-ethylisourea dissolved in the mixture of 90 ml of ethanol and 60 ml of water. After reaction at 0° C. overnight, the solution is concentrated under reduced pressure and chromatographed similarly as in Example 1 (iii) to separate a reaction solution. Thus obtained solution is concentrated under reduced pressure and is crystallized from isop... Starting materials: C(CCC)C1=NC2=CC=CC=C2C(=C1)CC1=CC=C(C#N)C=C1 (4-[(2-butyl-4-quinolinyl)-methyl]-benzonitrile), [OH-].[Na+] (sodium hydroxide), O (water). Yields the product C(CCC)C1=NC2=CC=CC=C2C(=C1)CC1=CC=C(C(=O)O)C=C1 (4-[(2-butyl-4-quinolinyl)-methyl]-benzoic acid). As a reaction SMILES: [CH2:1]([C:5]1[CH:14]=[C:13]([CH2:15][C:16]2[CH:23]=[CH:22][C:19]([C:20]#N)=[CH:18][CH:17]=2)[C:12]2[C:7](=[CH:8][CH:9]=[CH:10][CH:11]=2)[N:6]=1)[CH2:2][CH2:3][CH3:4].[OH-:24].[Na+].[OH2:26]>>[CH2:1]([C:5]1[CH:14]=[C:13]([CH2:15][C:16]2[CH:23]=[CH:22][C:19]([C:20]([OH:26])=[O:24])=[CH:18][CH:17]=2)[C:12]2[C:7](=[CH:8][CH:9]=[CH:10][CH:11]=2)[N:6]=1)[CH2:2][CH2:3][CH3:4] |f:1.2|. Procedure: Using the procedure of Example 2, 0.750 g of the product of Example 3 and 2.5 ml of water and 2.5 ml of sodium hydroxide were reacted to obtain 205 mg of the desired product which after cry-stallization melted at 158° C. The reactants are ClC=1C=C(C(=O)OO)C=CC1 (m-chloroperoxybenzoic acid), C1(=CC=CC=C1)SC1=CC=2C(=NN(N2)C2=C(C(=CC(=C2)C(C)(C)C)C(C)(C)C)O)C=C1 (5-phenylthio-2-(2-hydroxy-3,5-di-tert-butyl-phenyl)-2H-benzotriazole), ClC=1C=C(C(=O)O)C=CC1 (m-chlorobenzoic acid). Solvent: C(Cl)Cl (methylene chloride), C(Cl)Cl (methylene chloride). Yields the product C1(=CC=CC=C1)S(=O)C1=CC=2C(=NN(N2)C2=C(C(=CC(=C2)C(C)(C)C)C(C)(C)C)O)C=C1 (5-Benzenesulfinyl-2-(2-hydroxy-3,5-di-tert-butylphenyl)-2H-benzotriazole). The yield is 87.6%. Reaction SMILES: [C:1]1([S:7][C:8]2[CH:31]=[CH:30][C:11]3=[N:12][N:13]([C:15]4[CH:20]=[C:19]([C:21]([CH3:24])([CH3:23])[CH3:22])[CH:18]=[C:17]([C:25]([CH3:28])([CH3:27])[CH3:26])[C:16]=4[OH:29])[N:14]=[C:10]3[CH:9]=2)[CH:6]=[CH:5][CH:4]=[CH:3][CH:2]=1.ClC1C=C(C=CC=1)C(OO)=[O:37].ClC1C=C(C=CC=1)C(O)=O>C(Cl)Cl>[C:1]1([S:7]([C:8]2[CH:31]=[CH:30][C:11]3=[N:12][N:13]([C:15]4[CH:20]=[C:19]([C:21]([CH3:24])([CH3:22])[CH3:23])[CH:18]=[C:17]([C:25]([CH3:28])([CH3:27])[CH3:26])[C:16]=4[OH:29])[N:14]=[C:10]3[CH:9]=2)=[O:37])[CH:6]=[CH:5][CH:4]=[CH:3][CH:2]=1. Procedure details: A solution of 10.8 g (0.025 mole) of 5-phenylthio-2-(2-hydroxy-3,5-di-tert-butyl-phenyl)-2H-benzotriazole, prepared in Example 2, in 80 mL of methylene chloride is cooled to 3°-5° C. Over a period of 30 min. is added a solution of 5.1 g (0.025 mole) of m-chloroperoxybenzoic acid (MCPBA) 85% in 80 mL of methylene chloride at 3°-5° C. The reaction is stirred for 2 hours at 0°-5° C. with precipitation of m-chlorobenzoic acid. The starting material is shown to be absent. Upon removal of the solvent ... Reactants: Clc1ccccc1Cl, Cl, CC(C)n1cc(-c2nc(C(N)=O)c(N)nc2-c2ccccn2)ccc1=O, [Na+], C1COCCO1, [OH-]. Product: CC(C)n1cc(-c2ncc(N)nc2-c2ccccn2)ccc1=O. As a reaction SMILES: [Cl:36][c:37]1[c:38]([Cl:39])[cH:40][cH:41][cH:42][cH:43]1.[ClH:29].[NH2:1][c:2]1[c:3]([C:24]([NH2:25])=[O:26])[n:4][c:5](-[c:14]2[cH:15][n:16]([CH:21]([CH3:22])[CH3:23])[c:17](=[O:20])[cH:18][cH:19]2)[c:6](-[c:8]2[n:9][cH:10][cH:11][cH:12][cH:13]2)[n:7]1.[Na+:28].[O:30]1[CH2:31][CH2:32][O:33][CH2:34][CH2:35]1.[OH-:27]>>[NH2:1][c:2]1[cH:3][n:4][c:5](-[c:14]2[cH:15][n:16]([CH:21]([CH3:22])[CH3:23])[c:17](=[O:20])[cH:18][cH:19]2)[c:6](-[c:8]2[n:9][cH:10][cH:11][cH:12][cH:13]2)[n:7]1. Starting materials: ClC=1C(=CC(=NC1)C(=O)O)OCC1CC1 (5-chloro-4-cyclopropylmethoxy-pyridine-2-carboxylic acid), N[C@@](CO)(C(C)C)C ((2R)-2-amino-2,3-dimethyl-1-butanol). Product: OC[C@](C(C)C)(C)NC(=O)C1=NC=C(C(=C1)OCC1CC1)Cl (5-Chloro-4-cyclopropylmethoxy-pyridine-2-carboxylic acid ((R)-1-hydroxymethyl-1,2-dimethyl-propyl)-amide). As a reaction SMILES: [Cl:1][C:2]1[C:3]([O:11][CH2:12][CH:13]2[CH2:15][CH2:14]2)=[CH:4][C:5]([C:8]([OH:10])=O)=[N:6][CH:7]=1.[NH2:16][C@:17]([CH3:23])([CH:20]([CH3:22])[CH3:21])[CH2:18][OH:19]>>[OH:19][CH2:18][C@@:17]([NH:16][C:8]([C:5]1[CH:4]=[C:3]([O:11][CH2:12][CH:13]2[CH2:15][CH2:14]2)[C:2]([Cl:1])=[CH:7][N:6]=1)=[O:10])([CH3:23])[CH:20]([CH3:22])[CH3:21]. Reported procedure: The title compound was synthesized in analogy to Example 1, using 5-chloro-4-cyclopropylmethoxy-pyridine-2-carboxylic acid and (2R)-2-amino-2,3-dimethyl-1-butanol (CAN 155158-75-1) as starting materials and isolated (19 mg, 19%) as colorless oil; LC-MS (UV peak area, m/z) 98.6%, 327.1464 (MH+).